This data is from the Open Reaction Database (ORD), a public repository of structured organic reaction records. The task is: describe an organic reaction: reactants, conditions, products, and yield Starting materials: FC1=C(C=CC(=C1)OCC1=CC=C(C=C1)C(CCC)O)CCC(=O)OCC (ethyl 3-(2-fluoro-4-{[4-(1-hydroxybutyl)benzyl]oxy}phenyl)propanoate), SC=1SC=C(N1)C1=CC=CC=C1 (2-mercapto-4-phenylthiazole), C1(=CC=CC=C1)P(C1=CC=CC=C1)C1=CC=CC=C1 (triphenylphosphine), N(=NC(=O)OCC)C(=O)OCC (diethyl azodicarboxylate). Solvent: C1(=CC=CC=C1)C (toluene). Product: FC1=C(C=CC(=C1)OCC1=CC=C(C=C1)C(CCC)SC=1SC=C(N1)C1=CC=CC=C1)CCC(=O)OCC (ethyl 3-{2-fluoro-4-[(4-{1-[(4-phenyl-1,3-thiazol-2-yl)thio]butyl}benzyl)oxy]phenyl}propanoate). Isolated yield 75.3%. Reaction SMILES: [F:1][C:2]1[CH:7]=[C:6]([O:8][CH2:9][C:10]2[CH:15]=[CH:14][C:13]([CH:16](O)[CH2:17][CH2:18][CH3:19])=[CH:12][CH:11]=2)[CH:5]=[CH:4][C:3]=1[CH2:21][CH2:22][C:23]([O:25][CH2:26][CH3:27])=[O:24].[SH:28][C:29]1[S:30][CH:31]=[C:32]([C:34]2[CH:39]=[CH:38][CH:37]=[CH:36][CH:35]=2)[N:33]=1.C1(P(C2C=CC=CC=2)C2C=CC=CC=2)C=CC=CC=1.N(C(OCC)=O)=NC(OCC)=O>C1(C)C=CC=CC=1>[F:1][C:2]1[CH:7]=[C:6]([O:8][CH2:9][C:10]2[CH:15]=[CH:14][C:13]([CH:16]([S:28][C:29]3[S:30][CH:31]=[C:32]([C:34]4[CH:39]=[CH:38][CH:37]=[CH:36][CH:35]=4)[N:33]=3)[CH2:17][CH2:18][CH3:19])=[CH:12][CH:11]=2)[CH:5]=[CH:4][C:3]=1[CH2:21][CH2:22][C:23]([O:25][CH2:26][CH3:27])=[O:24]. Procedure details: To a solution of ethyl 3-(2-fluoro-4-{[4-(1-hydroxybutyl)benzyl]oxy}phenyl)propanoate (0.500 g, 1.34 mmol), 2-mercapto-4-phenylthiazole (0.284 g, 1.47 mmol) and triphenylphosphine (0.700 g, 2.67 mmol) in toluene (10 mL) was added diethyl azodicarboxylate (40% toluene solution, 1.21 mL, 2.67 mmol) with stirring at room temperature, and the mixture was stirred at the same temperature for 1.5 hr. The reaction mixture was concentrated under reduced pressure, and the residue was purified by silica ge... Reactants: CCCN(CCC)C(=O)C1=Cc2ccc(-c3ccc(O)cc3)cc2N=C(NC(=O)OC(C)(C)C)C1, ClCCl, O=C(O)C(F)(F)F. Product: CCCN(CCC)C(=O)C1=Cc2ccc(-c3ccc(O)cc3)cc2N=C(N)C1. Reaction SMILES: [CH2:1]([CH2:2][CH3:3])[N:4]([C:5](=[O:6])[C:7]1=[CH:8][c:9]2[c:10]([cH:22][c:23](-[c:26]3[cH:27][cH:28][c:29]([OH:32])[cH:30][cH:31]3)[cH:24][cH:25]2)[N:11]=[C:12]([NH:14][C:15](=[O:16])[O:17][C:18]([CH3:19])([CH3:20])[CH3:21])[CH2:13]1)[CH2:33][CH2:34][CH3:35].[Cl:43][CH2:44][Cl:45].[F:36][C:37]([F:38])([F:39])[C:40]([OH:41])=[O:42]>>[CH2:1]([CH2:2][CH3:3])[N:4]([C:5](=[O:6])[C:7]1=[CH:8][c:9]2[c:10]([cH:22][c:23](-[c:26]3[cH:27][cH:28][c:29]([OH:32])[cH:30][cH:31]3)[cH:24][cH:25]2)[N:11]=[C:12]([NH2:14])[CH2:13]1)[CH2:33][CH2:34][CH3:35].